Task: describe an organic reaction: reactants, conditions, products, and yield. Dataset: the Open Reaction Database (ORD), a public repository of structured organic reaction records Starting materials: crude product, ClC=1C=C(C(=CC1Cl)O)C(CC(C(F)(F)F)=O)=O (4-(3,4-dichloro-6-hydroxyphenyl)-1,1,1-trifluoro-butan-2,4-dione), FC(C(=O)O)(F)F (trifluoroacetic acid). Solvent: C(Cl)Cl (methylene chloride). Run at time 16 hour. Product: ClC1=CC=2C(OC(=CC2)C(F)(F)F)C=C1Cl (6,7-Dichloro-2-(trifluoromethyl)benzo[b]pyran). Isolated yield 86.0%. As a reaction SMILES: [Cl:1][C:2]1[CH:3]=[C:4]([C:10](=O)[CH2:11][C:12](=[O:17])[C:13]([F:16])([F:15])[F:14])[C:5](O)=[CH:6][C:7]=1[Cl:8].FC(F)(F)C(O)=O>C(Cl)Cl>[Cl:1][C:2]1[C:7]([Cl:8])=[CH:6][CH:5]2[O:17][C:12]([C:13]([F:14])([F:15])[F:16])=[CH:11][CH:10]=[C:4]2[CH:3]=1. Procedure: A solution of 4.62 g of crude product of the preceding Preparation, 4-(3,4-dichloro-6-hydroxyphenyl)-1,1,1-trifluoro-butan-2,4-dione (about 40% by NMR) and 4.6 ml trifluoroacetic acid in 27.6 ml methylene chloride was heated at reflux for 8 hours, then allowed to stand at 23° C. for 16 hours. The reaction was washed with 3×25 ml 1N sodium hydroxide and 25 ml brine, dried over anhydrous magnesium sulfate and concentrated in vacuo to give 2.0 g (86%) of product; m.p. 98°-101° C. Reactants: BrCC(=O)OCC (ethyl bromoacetate), COC1=C2CCC(CC2=CC=C1)=O (5-methoxy-2-tetralone), N1CCCC1 (pyrrolidine), O (water). Solvent: C1(=CC=CC=C1)C (toluene). Product: COC1=C2CCC(C(C2=CC=C1)CC(=O)OCC)=O (ethyl rac-1,2,3,4-tetrahydro-5-methoxy-2-oxo-1-napthylacetate). Isolated yield 43.8%. As a reaction SMILES: [CH3:1][O:2][C:3]1[CH:12]=[CH:11][CH:10]=[C:9]2[C:4]=1[CH2:5][CH2:6][C:7](=[O:13])[CH2:8]2.N1CCCC1.O.Br[CH2:21][C:22]([O:24][CH2:25][CH3:26])=[O:23]>C1(C)C=CC=CC=1>[CH3:1][O:2][C:3]1[CH:12]=[CH:11][CH:10]=[C:9]2[C:4]=1[CH2:5][CH2:6][C:7](=[O:13])[CH:8]2[CH2:21][C:22]([O:24][CH2:25][CH3:26])=[O:23]. Procedure details: 28 g (0.16 mol) of 5-methoxy-2-tetralone and 12.5 g (14.5 ml, 0.175 mol) of pyrrolidine were dissolved in 150 ml of toluene. The mixture was boiled on a water separator for 2 hours, cooled, treated with 31.7 g (0.19 mol) of ethyl bromoacetate and boiled under reflux for 2 hours. The mixture was then concentrated, dissolved in 150 ml of ethanol/water (5:1) and again boiled under reflux for 2 hours. The solvent was distilled off in a vacuum and the residue was dissolved in ethyl acetate. The solut...